This data is from the Open Reaction Database (ORD), a public repository of structured organic reaction records. The task is: describe an organic reaction: reactants, conditions, products, and yield Reactants: C(C)(=O)OCC=CC (crotyl acetate), C(C)(=O)OCC=CC (crotyl acetate), C(C)(=O)OCC=C (allyl acetate). Yields the product C(C=CC)O (crotyl alcohol), C(C)(=O)OC (methyl acetate). Isolated yield 85.0%. RXN SMILES: C([O:4][CH2:5][CH:6]=[CH:7][CH3:8])(=O)C.[C:9]([O:12][CH2:13]C=C)(=[O:11])[CH3:10]>>[CH2:5]([OH:4])[CH:6]=[CH:7][CH3:8].[C:9]([O:12][CH3:13])(=[O:11])[CH3:10]. Reported procedure: The tube, catalyst and general procedure described in Example I were employed, with 57.0 g of crotyl acetate substituted for the allyl acetate. The effluent in this case was composed of 12.5 g of unconverted crotyl acetate (22% recovery), 24.7 g of crotyl alcohol (88% yield based on 78% conversion), 24.5 g of methyl acetate (85% yield) and the excess methanol.